Dataset: the Open Reaction Database (ORD), a public repository of structured organic reaction records. Task: describe an organic reaction: reactants, conditions, products, and yield Starting materials: C(C)(C)(C)NS(=O)(=O)C=1OC(=CC1)C1=NC=C(C(=N1)NC1=NNC(=C1)C1CC1)Cl (N-tert-butyl-5-(5-chloro-4-(5-cyclopropyl-1H-pyrazol-3-ylamino)pyrimidin-2-yl)furan-2-sulfonamide), B(Cl)(Cl)Cl (BCl3). Solvent: C(Cl)Cl (CH2Cl2). Conditions: time 2 hour. Product: ClC=1C(=NC(=NC1)C1=CC=C(O1)S(=O)(=O)N)NC1=NNC(=C1)C1CC1 (5-(5-chloro-4-(5-cyclopropyl-1H-pyrazol-3-ylamino)pyrimidin-2-yl)furan-2-sulfonamide). Yield: 52.5%. RXN SMILES: C([NH:5][S:6]([C:9]1[O:10][C:11]([C:14]2[N:19]=[C:18]([NH:20][C:21]3[CH:25]=[C:24]([CH:26]4[CH2:28][CH2:27]4)[NH:23][N:22]=3)[C:17]([Cl:29])=[CH:16][N:15]=2)=[CH:12][CH:13]=1)(=[O:8])=[O:7])(C)(C)C.B(Cl)(Cl)Cl>C(Cl)Cl>[Cl:29][C:17]1[C:18]([NH:20][C:21]2[CH:25]=[C:24]([CH:26]3[CH2:28][CH2:27]3)[NH:23][N:22]=2)=[N:19][C:14]([C:11]2[O:10][C:9]([S:6]([NH2:5])(=[O:7])=[O:8])=[CH:13][CH:12]=2)=[N:15][CH:16]=1. Reported procedure: To a solution of compound N-tert-butyl-5-(5-chloro-4-(5-cyclopropyl-1H-pyrazol-3-ylamino)pyrimidin-2-yl)furan-2-sulfonamide (45 mg, 0.10 mmol, 1.0 equiv.) in CH2Cl2 (5 mL) was added BCl3 (1.0 mL, 1.0 mmol, 10.0 equiv.) at room temperature. The mixture was stirred for 2 hours, then, concentrated. The residue was recrystallized with methanol and isopropylether to give the title compound 5-(5-chloro-4-(5-cyclopropyl-1H-pyrazol-3-ylamino)pyrimidin-2-yl)furan-2-sulfonamide (Compound 240) (20 mg, 53%)... Starting materials: FC=1C(=C2C(=NC1)N(C(=C2)I)S(=O)(=O)C2=CC=C(C)C=C2)C2=CN=C(S2)C2(CCC2)O (1-(5-(5-fluoro-2-iodo-1-tosyl-1H-pyrrolo[2,3-b]pyridin-4-yl)thiazol-2-yl)cyclobutanol), COC=1C=C2C(=CN(C2=CC1)C)B1OC(C(O1)(C)C)(C)C (5-methoxy-1-methyl-3-(4,4,5,5-tetramethyl-1,3,2-dioxaborolan-2-yl)-1H-indole), C([O-])(O)=O (bicarbonate). Reagents/catalysts: [Pd](Cl)Cl.C1(=CC=CC=C1)P(C1=CC=CC=C1)C1=CC=CC=C1.C1(=CC=CC=C1)P(C1=CC=CC=C1)C1=CC=CC=C1 (bis(triphenylphosphine) palladium dichloride). The solvent is CN(C=O)C (N,N-dimethylformamide). Conditions: temperature 70 celsius. The product is FC=1C(=C2C(=NC1)N(C(=C2)C2=CN(C1=CC=C(C=C21)OC)C)S(=O)(=O)C2=CC=C(C)C=C2)C2=CN=C(S2)C2(CCC2)O (1-(5-(5-fluoro-2-(5-methoxy-1-methyl-1H-indol-3-yl)-1-tosyl-1H-pyrrolo[2,3-b]pyridin-4-yl)thiazol-2-yl)cyclobutanol). As a reaction SMILES: [F:1][C:2]1[C:3]([C:22]2[S:26][C:25]([C:27]3([OH:31])[CH2:30][CH2:29][CH2:28]3)=[N:24][CH:23]=2)=[C:4]2[CH:10]=[C:9](I)[N:8]([S:12]([C:15]3[CH:21]=[CH:20][C:18]([CH3:19])=[CH:17][CH:16]=3)(=[O:14])=[O:13])[C:5]2=[N:6][CH:7]=1.[CH3:32][O:33][C:34]1[CH:35]=[C:36]2[C:40](=[CH:41][CH:42]=1)[N:39]([CH3:43])[CH:38]=[C:37]2B1OC(C)(C)C(C)(C)O1.C(=O)(O)[O-]>CN(C)C=O.[Pd](Cl)Cl.C1(P(C2C=CC=CC=2)C2C=CC=CC=2)C=CC=CC=1.C1(P(C2C=CC=CC=2)C2C=CC=CC=2)C=CC=CC=1>[F:1][C:2]1[C:3]([C:22]2[S:26][C:25]([C:27]3([OH:31])[CH2:30][CH2:29][CH2:28]3)=[N:24][CH:23]=2)=[C:4]2[CH:10]=[C:9]([C:37]3[C:36]4[C:40](=[CH:41][CH:42]=[C:34]([O:33][CH3:32])[CH:35]=4)[N:39]([CH3:43])[CH:38]=3)[N:8]([S:12]([C:15]3[CH:21]=[CH:20][C:18]([CH3:19])=[CH:17][CH:16]=3)(=[O:14])=[O:13])[C:5]2=[N:6][CH:7]=1 |f:4.5.6|. Procedure details: To a stirred ambient solution of 1-(5-(5-fluoro-2-iodo-1-tosyl-1H-pyrrolo[2,3-b]pyridin-4-yl)thiazol-2-yl)cyclobutanol (Example 59A) (200 mg, 0.351 mmol) and 5-methoxy-1-methyl-3-(4,4,5,5-tetramethyl-1,3,2-dioxaborolan-2-yl)-1H-indole (Example 106B) (160 mg, 0.557 mmol) in N,N-dimethylformamide (3.21 mL) was added saturated aqueous bicarbonate solution (1.07 mL) followed by bis(triphenylphosphine) palladium dichloride (21.06 mg, 0.030 mmol). The mixture was heated to 70° C. for 2 hours and was q... Reactants: [Br-], OCCCCCCCCCCCBr, ClCCl, C1CCOC1, O, OCCCCCC[P+](c1ccccc1)(c1ccccc1)c1ccccc1. Product: OCCCCCC=CCCCCCCCCCCBr. RXN SMILES: [Br-:1].[Br:28][CH2:29][CH2:30][CH2:31][CH2:32][CH2:33][CH2:34][CH2:35][CH2:36][CH2:37][CH2:38][CH2:39][OH:40].[Cl:42][CH2:43][Cl:44].[O:45]1[CH2:46][CH2:47][CH2:48][CH2:49]1.[OH2:41].[OH:2][CH2:3][CH2:4][CH2:5][CH2:6][CH2:7][CH2:8][P+:9]([c:10]1[cH:11][cH:12][cH:13][cH:14][cH:15]1)([c:16]1[cH:17][cH:18][cH:19][cH:20][cH:21]1)[c:22]1[cH:23][cH:24][cH:25][cH:26][cH:27]1>>[OH:2][CH2:3][CH2:4][CH2:5][CH2:6][CH2:7][CH:8]=[CH:39][CH2:38][CH2:37][CH2:36][CH2:35][CH2:34][CH2:33][CH2:32][CH2:31][CH2:30][CH2:29][Br:28].